describe an organic reaction: reactants, conditions, products, and yield From a dataset of the Open Reaction Database (ORD), a public repository of structured organic reaction records. RXN SMILES: [BrH:1].[C:2]([O:5][CH2:6][C:7]1([CH2:29][O:30][C:31](=[O:33])[CH3:32])[O:16][CH:11](OC(=O)C)[C@H:10]([O:17][C:18](=[O:20])[CH3:19])[C@@H:9]([O:21][C:22](=[O:24])[CH3:23])[C@H:8]1[O:25][C:26](=[O:28])[CH3:27])(=[O:4])[CH3:3]>C(O)(=O)C>[C:2]([O:5][CH2:6][C:7]1([CH2:29][O:30][C:31](=[O:33])[CH3:32])[O:16][C@@H:11]([Br:1])[C@H:10]([O:17][C:18](=[O:20])[CH3:19])[C@@H:9]([O:21][C:22](=[O:24])[CH3:23])[C@H:8]1[O:25][C:26](=[O:28])[CH3:27])(=[O:4])[CH3:3]. Solvent: C(C)(=O)O (acetic acid). Reported procedure: Glacial acetic acid (60 ml) is saturated with dry gaseous HBr for 30 minutes at 18°-20° C. This solution is mixed with 5-C-acetoxymethyl-1,2,3,4,6-penta-O-acetyl-L-arabino-hexopyranose (7) (6.0 g, 0.013ml) and is stirred at an ambient temperature for 3.5 hours. Workup of the reaction mixture involves: dilution with methylene chloride (150 ml), washing with ice-water, sat. sodium bicarbonate solution, and water again. After drying the methylene chloride solution with sodium sulfate (anhydrous), e... The reactants are Br (HBr), C(C)(=O)OCC1([C@@H]([C@@H]([C@H](C(OC(C)=O)O1)OC(C)=O)OC(C)=O)OC(C)=O)COC(C)=O (5-C-acetoxymethyl-1,2,3,4,6-penta-O-acetyl-L-arabino-hexopyranose). Yields the product C(C)(=O)OCC1([C@@H]([C@@H]([C@H]([C@@H](O1)Br)OC(C)=O)OC(C)=O)OC(C)=O)COC(C)=O (5-C-acetoxymethyl-2,3,4,6-tetra-O-acetyl-α-L-arabino-hexopyranosyl bromide). Conditions: time 3.5 hour. Starting materials: N[C@@H](CC(C)C)C(=O)N[C@@H](CCC(N)=O)C(=O)NNC(=O)OC(C)(C)C (H-Leu-Gln-NHNHBoc), ClC(=O)OCC(C)C (isobutyl chloroformate), N([C@@H](CC(N)=O)C(=O)O)C(=O)OCC1=CC=CC=C1 (Z-Asn-OH), ClC(=O)OCC(C)C (isobutyl chloroformate). Run in CN(C=O)C (dimethylformamide), O (water), CN(C=O)C (dimethylformamide), O1CCCC1 (tetrahydrofuran), CN1CCOCC1 (N-methylmorpholine). Reaction conditions: temperature -15 celsius, time 30 minute. The product is N([C@@H](CC(N)=O)C(=O)N[C@@H](CC(C)C)C(=O)N[C@@H](CCC(N)=O)C(=O)NNC(=O)OC(C)(C)C)C(=O)OCC1=CC=CC=C1 (Z-Asn-Leu-Gln-NHNHBoc). RXN SMILES: [NH:1]([C:10]([O:12][CH2:13][C:14]1[CH:19]=[CH:18][CH:17]=[CH:16][CH:15]=1)=[O:11])[C@H:2]([C:7]([OH:9])=O)[CH2:3][C:4](=[O:6])[NH2:5].ClC(OCC(C)C)=O.[NH2:28][C@H:29]([C:34]([NH:36][C@H:37]([C:43]([NH:45][NH:46][C:47]([O:49][C:50]([CH3:53])([CH3:52])[CH3:51])=[O:48])=[O:44])[CH2:38][CH2:39][C:40](=[O:42])[NH2:41])=[O:35])[CH2:30][CH:31]([CH3:33])[CH3:32]>CN(C)C=O.O1CCCC1.CN1CCOCC1.O>[NH:1]([C:10]([O:12][CH2:13][C:14]1[CH:19]=[CH:18][CH:17]=[CH:16][CH:15]=1)=[O:11])[C@H:2]([C:7]([NH:28][C@H:29]([C:34]([NH:36][C@H:37]([C:43]([NH:45][NH:46][C:47]([O:49][C:50]([CH3:52])([CH3:51])[CH3:53])=[O:48])=[O:44])[CH2:38][CH2:39][C:40](=[O:42])[NH2:41])=[O:35])[CH2:30][CH:31]([CH3:33])[CH3:32])=[O:9])[CH2:3][C:4](=[O:6])[NH2:5]. Reported procedure: H-Leu-Gln-NHNHBoc obtained in the above-mentioned step 9(a) was dissolved in 30 ml of dimethylformamide, the solution was cooled under stirring condition. On the other hand, 1.61 g of Z-Asn-OH was dissolved in 30 ml of tetrahydrofuran, to this solution 0.62 ml of N-methylmorpholine was added and was cooled to -15° C., then 0.80 ml of isobutyl chloroformate was added dropwise thereto under stirring condition. 30 Seconds after the addition of isobutyl chloroformate, the dimethylformamide solution ...